describe an organic reaction: reactants, conditions, products, and yield From a dataset of the Open Reaction Database (ORD), a public repository of structured organic reaction records. Starting materials: OCCN(C(OC(C)(C)C)=O)C (tert-butyl 2-hydroxyethyl(methyl)carbamate), FC=1C=C(C(=O)Cl)C=CC1F (3,4-difluorobenzoyl chloride), N1=CC=CC=C1 (pyridine). Solvent: C(C)(=O)OCC (ethyl acetate), C(C)(=O)OCC (ethyl acetate). Conditions: time 3 day. The product is Cl.FC=1C=C(C(=O)OCCNC)C=CC1F (2-(Methylamino)ethyl 3,4-difluorobenzoate hydrochloride). Isolated yield 81.6%. RXN SMILES: [OH:1][CH2:2][CH2:3][N:4](C)[C:5](=O)OC(C)(C)C.[F:13][C:14]1[CH:15]=[C:16]([CH:20]=[CH:21][C:22]=1[F:23])[C:17]([Cl:19])=[O:18].N1C=CC=CC=1>C(OCC)(=O)C>[ClH:19].[F:13][C:14]1[CH:15]=[C:16]([CH:20]=[CH:21][C:22]=1[F:23])[C:17]([O:1][CH2:2][CH2:3][NH:4][CH3:5])=[O:18] |f:4.5|. Procedure: To a mixture of tert-butyl 2-hydroxyethyl(methyl)carbamate (1.75 g) obtained in Reference Example 1 and ethyl acetate (10 mL) were added 3,4-difluorobenzoyl chloride (1.77 g) and pyridine (0.97 mL). After stirring at room temperature for 3 days, ethyl acetate (80 mL) was added to the reaction mixture. The mixture was washed with water (20 mL), a saturated aqueous sodium hydrogen carbonate solution (20 mL) and water (20 mL), and dried over anhydrous magnesium sulfate. After concentration under re...